From a dataset of the Open Reaction Database (ORD), a public repository of structured organic reaction records. describe an organic reaction: reactants, conditions, products, and yield Starting materials: CC(=O)OC(C)=O, [Cl-], ClC(Cl)Cl, O=C1CC[NH2+]CC1, O. The product is CC(=O)N1CCC(=O)CC1. RXN SMILES: [CH3:10][C:11](=[O:12])[O:13][C:14]([CH3:15])=[O:16].[Cl-:2].[Cl:17][CH:18]([Cl:19])[Cl:20].[NH2+:3]1[CH2:4][CH2:5][C:6](=[O:9])[CH2:7][CH2:8]1.[OH2:1]>>[N:3]1([C:11]([CH3:10])=[O:12])[CH2:4][CH2:5][C:6](=[O:9])[CH2:7][CH2:8]1. Starting materials: aqueous solution, [OH-].[Na+] (sodium hydroxide), Cl (hydrochloric acid), 4A, C(C1=CC=CC=C1)=O (benzaldehyde), NC[C@H]1CN(C[C@H]1F)C(=O)OCC1=CC=CC=C1 ((3S,4S)-3-Aminomethyl-1-benzyloxycarbonyl-4-fluoropyrrolidine). Solvent: CO (methanol). Reaction conditions: time 1 hour. Product: C(C1=CC=CC=C1)NC[C@H]1CN(C[C@H]1F)C(=O)OCC1=CC=CC=C1 ((3S,4S)-3-benzylaminomethyl-1-benzyloxycarbonyl-4-fluoropyrrolidine). Reaction SMILES: [NH2:1][CH2:2][C@@H:3]1[C@H:7]([F:8])[CH2:6][N:5]([C:9]([O:11][CH2:12][C:13]2[CH:18]=[CH:17][CH:16]=[CH:15][CH:14]=2)=[O:10])[CH2:4]1.[CH:19](=O)[C:20]1[CH:25]=[CH:24][CH:23]=[CH:22][CH:21]=1.Cl.[OH-].[Na+]>CO>[CH2:19]([NH:1][CH2:2][C@@H:3]1[C@H:7]([F:8])[CH2:6][N:5]([C:9]([O:11][CH2:12][C:13]2[CH:18]=[CH:17][CH:16]=[CH:15][CH:14]=2)=[O:10])[CH2:4]1)[C:20]1[CH:25]=[CH:24][CH:23]=[CH:22][CH:21]=1 |f:3.4|. Procedure: (3S,4S)-3-Aminomethyl-1-benzyloxycarbonyl-4-fluoropyrrolidine (1.10 g) was dissolved in methanol (13 mL). To this solution, molecular sieve 4A (440 mg) and then benzaldehyde (0.44 mL) were added. The mixture was stirred at room temperature for 1 hour, followed by addition of a borane/pyridine complex (0.44 mL) and further stirring at room temperature for 3.5 hours. Subsequently, 6 mol/L hydrochloric acid (7.3 mL) was added and the mixture was stirred at room temperature for 1 hour. A 30% aqueous... Starting materials: O=C([O-])O, CSCCC(=O)N(C)c1nnc(-c2cccnc2)s1, CC(=O)O, [Na+]. Yields the product CN(C(=O)CCS(C)=O)c1nnc(-c2cccnc2)s1. As a reaction SMILES: [C:24](=[O:25])([OH:26])[O-:27].[CH3:1][N:2]([C:3]([CH2:4][CH2:5][S:6][CH3:7])=[O:8])[c:9]1[s:10][c:11](-[c:14]2[cH:15][n:16][cH:17][cH:18][cH:19]2)[n:12][n:13]1.[CH3:20][C:21]([OH:22])=[O:23].[Na+:28]>>[CH3:1][N:2]([C:3]([CH2:4][CH2:5][S:6]([CH3:7])=[O:22])=[O:8])[c:9]1[s:10][c:11](-[c:14]2[cH:15][n:16][cH:17][cH:18][cH:19]2)[n:12][n:13]1. Starting materials: BrCCC1OCCO1, O=C([O-])[O-], CN(C)C=O, [Cs+], [Cs+], Oc1cnc(F)c(F)c1, O. Yields the product Fc1cc(OCCC2OCCO2)cnc1F. As a reaction SMILES: [Br:7][CH2:8][CH2:9][CH:10]1[O:11][CH2:12][CH2:13][O:14]1.[C:1](=[O:2])([O-:3])[O-:4].[CH3:15][N:16]([CH3:17])[CH:18]=[O:19].[Cs+:5].[Cs+:6].[F:20][c:21]1[cH:22][c:23]([OH:28])[cH:24][n:25][c:26]1[F:27].[OH2:29]>>[CH2:8]([CH2:9][CH:10]1[O:11][CH2:12][CH2:13][O:14]1)[O:28][c:23]1[cH:22][c:21]([F:20])[c:26]([F:27])[n:25][cH:24]1. Starting materials: CCOC(=O)C(CC=C(C)C)(Cc1cccnc1)S(=O)(=O)c1ccc(OC)cc1, CO, [Na+], [OH-]. Product: COc1ccc(S(=O)(=O)C(CC=C(C)C)(Cc2cccnc2)C(=O)O)cc1. Reaction SMILES: [CH2:1]([CH3:2])[O:3][C:4]([C:5]([CH2:6][CH:7]=[C:8]([CH3:9])[CH3:10])([CH2:11][c:12]1[cH:13][n:14][cH:15][cH:16][cH:17]1)[S:18](=[O:19])(=[O:20])[c:21]1[cH:22][cH:23][c:24]([O:27][CH3:28])[cH:25][cH:26]1)=[O:29].[CH3:30][OH:31].[Na+:33].[OH-:32]>>[O:3]=[C:4]([C:5]([CH2:6][CH:7]=[C:8]([CH3:9])[CH3:10])([CH2:11][c:12]1[cH:13][n:14][cH:15][cH:16][cH:17]1)[S:18](=[O:19])(=[O:20])[c:21]1[cH:22][cH:23][c:24]([O:27][CH3:28])[cH:25][cH:26]1)[OH:29]. Reactants: Clc1nc(N2CCOCC2)c2ncnc(SCc3ccccc3)c2n1, CCN1CCNCC1. Product: CCN1CCN(c2nc(N3CCOCC3)c3ncnc(SCc4ccccc4)c3n2)CC1. Reaction SMILES: [CH2:1]([c:2]1[cH:3][cH:4][cH:5][cH:6][cH:7]1)[S:8][c:9]1[n:10][cH:11][n:12][c:13]2[c:14]1[n:15][c:16]([Cl:25])[n:17][c:18]2[N:19]1[CH2:20][CH2:21][O:22][CH2:23][CH2:24]1.[CH2:26]([CH3:27])[N:28]1[CH2:29][CH2:30][NH:31][CH2:32][CH2:33]1>>[CH2:1]([c:2]1[cH:3][cH:4][cH:5][cH:6][cH:7]1)[S:8][c:9]1[n:10][cH:11][n:12][c:13]2[c:14]1[n:15][c:16]([N:31]1[CH2:30][CH2:29][N:28]([CH2:26][CH3:27])[CH2:33][CH2:32]1)[n:17][c:18]2[N:19]1[CH2:20][CH2:21][O:22][CH2:23][CH2:24]1. The product is O=C(O)c1c[nH]c2ccc(C(F)(F)F)cc12. Reactants: C1CCOC1, CO, Cl, COC(=O)c1c[nH]c2ccc(C(F)(F)F)cc12, [Na+], [OH-], O. Reaction SMILES: [CH2:22]1[O:23][CH2:24][CH2:25][CH2:26]1.[CH3:20][OH:21].[ClH:18].[F:1][C:2]([c:3]1[cH:4][c:5]2[c:6]([C:12](=[O:13])[O:14][CH3:15])[cH:7][nH:8][c:9]2[cH:10][cH:11]1)([F:16])[F:17].[Na+:28].[OH-:27].[OH2:19]>>[F:1][C:2]([c:3]1[cH:4][c:5]2[c:6]([C:12](=[O:13])[OH:14])[cH:7][nH:8][c:9]2[cH:10][cH:11]1)([F:16])[F:17]. Reactants: O=C([O-])[O-], COc1cc2c(Cl)cnnc2cc1OCCCN1CCCC1, [Cs+], [Cs+], Cc1cc2c(F)c(O)ccc2[nH]1. Yields the product COc1cc2c(Oc3ccc4[nH]c(C)cc4c3F)cnnc2cc1OCCCN1CCCC1. RXN SMILES: [C:35](=[O:36])([O-:37])[O-:38].[Cl:1][c:2]1[cH:3][n:4][n:5][c:6]2[cH:7][c:8]([O:14][CH2:15][CH2:16][CH2:17][N:18]3[CH2:19][CH2:20][CH2:21][CH2:22]3)[c:9]([O:12][CH3:13])[cH:10][c:11]12.[Cs+:39].[Cs+:40].[F:23][c:24]1[c:25]2[cH:26][c:27]([CH3:34])[nH:28][c:29]2[cH:30][cH:31][c:32]1[OH:33]>>[c:2]1([O:33][c:32]2[c:24]([F:23])[c:25]3[cH:26][c:27]([CH3:34])[nH:28][c:29]3[cH:30][cH:31]2)[cH:3][n:4][n:5][c:6]2[cH:7][c:8]([O:14][CH2:15][CH2:16][CH2:17][N:18]3[CH2:19][CH2:20][CH2:21][CH2:22]3)[c:9]([O:12][CH3:13])[cH:10][c:11]12. Reactants: O=C1CCC(=O)N1Br, COc1ccc(CCCCC(=O)N2C(=O)OCC2Cc2ccccc2)cc1, CCCCBCCCC, CCN(C(C)C)C(C)C, ClC(Cl)Cl, ClCCl, [Na+], [Na+], O=S(=O)(O)C(F)(F)F, O=S([O-])[O-]. Product: COc1ccc(CCCC(Br)C(=O)N2C(=O)OCC2Cc2ccccc2)cc1. Reaction SMILES: [Br:54][N:55]1[C:56](=[O:57])[CH2:58][CH2:59][C:60]1=[O:61].[CH2:1]([c:2]1[cH:3][cH:4][cH:5][cH:6][cH:7]1)[CH:8]1[N:9]([C:14]([CH2:15][CH2:16][CH2:17][CH2:18][c:19]2[cH:20][cH:21][c:22]([O:25][CH3:26])[cH:23][cH:24]2)=[O:27])[C:10](=[O:13])[O:11][CH2:12]1.[CH2:36]([BH:37][CH2:38][CH2:39][CH2:40][CH3:41])[CH2:42][CH2:43][CH3:44].[CH:45]([N:46]([CH:47]([CH3:48])[CH3:49])[CH2:50][CH3:51])([CH3:52])[CH3:53].[CH:71]([Cl:72])([Cl:73])[Cl:74].[Cl:68][CH2:69][Cl:70].[Na+:66].[Na+:67].[S:28]([OH:29])([C:30]([F:31])([F:32])[F:33])(=[O:34])=[O:35].[S:62]([O-:63])([O-:64])=[O:65]>>[CH2:1]([c:2]1[cH:3][cH:4][cH:5][cH:6][cH:7]1)[CH:8]1[N:9]([C:14]([CH:15]([CH2:16][CH2:17][CH2:18][c:19]2[cH:20][cH:21][c:22]([O:25][CH3:26])[cH:23][cH:24]2)[Br:54])=[O:27])[C:10](=[O:13])[O:11][CH2:12]1. The reactants are CN.C(C)O (methylamine ethanol), FC1=C(C=C(C=C1)C(F)(F)F)[N+](=O)[O-] (4-Fluoro-3-nitrobenzotrifluoride), O (water). Solvent: C(C)O (ethanol). Run at time 40 minute. Yields the product CNC1=C(C=C(C=C1)C(F)(F)F)[N+](=O)[O-] (4-methylamino-3-nitrobenzotrifluoride). Yield: 96.9%. RXN SMILES: F[C:2]1[CH:7]=[CH:6][C:5]([C:8]([F:11])([F:10])[F:9])=[CH:4][C:3]=1[N+:12]([O-:14])=[O:13].[CH3:15][NH2:16].C(O)C.O>C(O)C>[CH3:15][NH:16][C:2]1[CH:7]=[CH:6][C:5]([C:8]([F:11])([F:10])[F:9])=[CH:4][C:3]=1[N+:12]([O-:14])=[O:13] |f:1.2|. Reported procedure: 4-Fluoro-3-nitrobenzotrifluoride (25 g) was dissolved in ethanol (50 mL), and 30% methylamine-ethanol solution (97.9 g) was gradually added dropwise under ice-cooling, and the mixture was stirred at room temperature for 40 min. The reaction mixture was added to water, and the precipitated solid was collected by filtration to give 4-methylamino-3-nitrobenzotrifluoride (25.5 g) as yellow crystals.